From a dataset of the Open Reaction Database (ORD), a public repository of structured organic reaction records. describe an organic reaction: reactants, conditions, products, and yield Procedure details: To a mixture of 5-[1-allyl-1-(2,6-dimethyl-4′-trifluoromethyl-biphenyl-4-yloxymethyl)-but-3-enyl]-thiophene-2-carboxylic acid (0.1695 g, 0.338 mmol), 3-amino-propionic acid methyl ester hydrochloride (0.0533 g, 0.382 mmol), and 1-hydroxybenzotriazole hydrate (HOBt, 0.0561 g, 0.415 mmol) in DMF (3.5 mL) is added N, N-diisopropylethylamine (0.175 mL, 1.00 mmol), then N-(3-dimethylaminopropyl)-N′-ethylcarbodiimide hydrochloride (EDCI, 0.0836 g, 0.436 mmol) and stirred overnight. The reaction mixtur... The solvent is CN(C)C=O (DMF), O (H2O). Reaction SMILES: [CH2:1]([C:4]([C:28]1[S:32][C:31]([C:33](O)=[O:34])=[CH:30][CH:29]=1)([CH2:8][O:9][C:10]1[CH:15]=[C:14]([CH3:16])[C:13]([C:17]2[CH:22]=[CH:21][C:20]([C:23]([F:26])([F:25])[F:24])=[CH:19][CH:18]=2)=[C:12]([CH3:27])[CH:11]=1)[CH2:5][CH:6]=[CH2:7])[CH:2]=[CH2:3].Cl.[CH3:37][O:38][C:39](=[O:43])[CH2:40][CH2:41][NH2:42].O.ON1C2C=CC=CC=2N=N1.C(N(CC)C(C)C)(C)C.Cl.CN(C)CCCN=C=NCC>CN(C=O)C.O>[CH3:37][O:38][C:39](=[O:43])[CH2:40][CH2:41][NH:42][C:33]([C:31]1[S:32][C:28]([C:4]([CH2:5][CH:6]=[CH2:7])([CH2:8][O:9][C:10]2[CH:11]=[C:12]([CH3:27])[C:13]([C:17]3[CH:18]=[CH:19][C:20]([C:23]([F:24])([F:26])[F:25])=[CH:21][CH:22]=3)=[C:14]([CH3:16])[CH:15]=2)[CH2:1][CH:2]=[CH2:3])=[CH:29][CH:30]=1)=[O:34] |f:1.2,3.4,6.7|. Isolated yield 69.7%. Yields the product COC(CCNC(=O)C=1SC(=CC1)C(CC=C)(COC1=CC(=C(C(=C1)C)C1=CC=C(C=C1)C(F)(F)F)C)CC=C)=O (3-({5-[1-allyl-1-(2,6-dimethyl-4′-trifluoromethyl-biphenyl-4-yloxymethyl)-but-3-enyl]-thiophene-2-carbonyl}-amino)-propionic acid methyl ester). The reactants are C(C)(C)N(C(C)C)CC (N, N-diisopropylethylamine), C(C=C)C(CC=C)(COC1=CC(=C(C(=C1)C)C1=CC=C(C=C1)C(F)(F)F)C)C1=CC=C(S1)C(=O)O (5-[1-allyl-1-(2,6-dimethyl-4′-trifluoromethyl-biphenyl-4-yloxymethyl)-but-3-enyl]-thiophene-2-carboxylic acid), Cl.COC(CCN)=O (3-amino-propionic acid methyl ester hydrochloride), O.ON1N=NC2=C1C=CC=C2 (1-hydroxybenzotriazole hydrate), Cl.CN(CCCN=C=NCC)C (N-(3-dimethylaminopropyl)-N′-ethylcarbodiimide hydrochloride). The product is COc1cc(C)cc(OC)c1NC1CCCCCCC1. The reactants are CC(=O)[O-], CC(=O)[O-], CC(=O)[O-], CC(=O)[O-], COc1cc(C)cc(OC)c1[Pb+3], NC1CCCCCCC1, ClCCl. RXN SMILES: [C:14]([O-:15])(=[O:16])[CH3:17].[C:18]([O-:19])(=[O:20])[CH3:21].[C:22]([O-:23])(=[O:24])[CH3:25].[CH3:10][C:11](=[O:12])[O-:13].[CH3:26][O:27][c:28]1[c:29]([Pb+3:37])[c:30]([O:35][CH3:36])[cH:31][c:32]([CH3:34])[cH:33]1.[CH:1]1([NH2:9])[CH2:2][CH2:3][CH2:4][CH2:5][CH2:6][CH2:7][CH2:8]1.[Cl:38][CH2:39][Cl:40]>>[CH:1]1([NH:9][c:29]2[c:28]([O:27][CH3:26])[cH:33][c:32]([CH3:34])[cH:31][c:30]2[O:35][CH3:36])[CH2:2][CH2:3][CH2:4][CH2:5][CH2:6][CH2:7][CH2:8]1. The reactants are ClC1=CC=C(C=C1)C1(CC1)C(=O)O (1-(4-chlorophenyl)cyclo propanecarboxylic acid), NCCCN1CCC(CC1)C=1C=C(C=CC1)NC(C)=O (N-{3-[1-(3-amino propyl)-4-piperidinyl]phenyl}acetamide). The product is C(C)(=O)NC=1C=C(C=CC1)C1CCN(CC1)CCCNC(=O)C1(CC1)C1=CC=C(C=C1)Cl (N-(3-{4-[3-(ACETYLAMINO)PHENYL]-1-PIPERIDINYL}PROPYL)-1-(4-CHLORO PHENYL) CYCLOPROPANECARBOXAMIDE). Reaction SMILES: [Cl:1][C:2]1[CH:7]=[CH:6][C:5]([C:8]2([C:11]([OH:13])=O)[CH2:10][CH2:9]2)=[CH:4][CH:3]=1.[NH2:14][CH2:15][CH2:16][CH2:17][N:18]1[CH2:23][CH2:22][CH:21]([C:24]2[CH:25]=[C:26]([NH:30][C:31](=[O:33])[CH3:32])[CH:27]=[CH:28][CH:29]=2)[CH2:20][CH2:19]1>>[C:31]([NH:30][C:26]1[CH:25]=[C:24]([CH:21]2[CH2:22][CH2:23][N:18]([CH2:17][CH2:16][CH2:15][NH:14][C:11]([C:8]3([C:5]4[CH:4]=[CH:3][C:2]([Cl:1])=[CH:7][CH:6]=4)[CH2:9][CH2:10]3)=[O:13])[CH2:19][CH2:20]2)[CH:29]=[CH:28][CH:27]=1)(=[O:33])[CH3:32]. Procedure: Example 71 was prepared from 1-(4-chlorophenyl)cyclo propanecarboxylic acid and N-{3-[1-(3-amino propyl)-4-piperidinyl]phenyl}acetamide according to the procedures described in Scheme 10: 1H NMR (400 MHz, CDCl3) δ 7.51 (s, 1H), 7.39–7.34 (m, 6H), 7.26 (t, 1H, J=7.2 Hz), 6.96 (d, 1H, J=7.6 Hz), 5.68 (br s, 1H), 3.26 (dd, 2H, J=6.8, 12.8 Hz), 2.88 (d, 2H, J=13.2 Hz), 2.45 (m, 1H), 2.30 (t, 2H, J=7.2 Hz), 2.19 (s, 3H), 1.96 (t, 2H, J=11.6 Hz), 1.78 (d, 2H, J=12.8 Hz), 1.65–1.58 (m, 6H), 1.02 (dd, 2... The reactants are O=C([O-])O, CC(CC#N)c1ccc(N2CCN(C)CC2)cc1, [Na+], O. Product: CC(CC(N)=O)c1ccc(N2CCN(C)CC2)cc1. Reaction SMILES: [C:19]([O-:20])(=[O:21])[OH:22].[CH3:1][N:2]1[CH2:3][CH2:4][N:5]([c:8]2[cH:9][cH:10][c:11]([CH:14]([CH2:15][C:16]#[N:17])[CH3:18])[cH:12][cH:13]2)[CH2:6][CH2:7]1.[Na+:23].[OH2:24]>>[CH3:1][N:2]1[CH2:3][CH2:4][N:5]([c:8]2[cH:9][cH:10][c:11]([CH:14]([CH2:15][C:16]([NH2:17])=[O:20])[CH3:18])[cH:12][cH:13]2)[CH2:6][CH2:7]1. Starting materials: CCN(CC)C(=O)Oc3ccc2c1ccccc1n(C)c2c3 (substrate), CC(C)C[Al](CC(C)C)c1ccccc1 (effective_coupling_partner). Reagents/catalysts: PCy3. Conditions: temperature 70 celsius, time 24 hour. Yields the product Cn4c1ccccc1c3ccc(c2ccccc2)cc34.